describe an organic reaction: reactants, conditions, products, and yield From a dataset of the Open Reaction Database (ORD), a public repository of structured organic reaction records. Starting materials: BrC1=C(C=C(C=C1)OC)OC (1-bromo-2,4-dimethoxybenzene), COC1=C(C=CC=C1)C=1OCC(N1)(C)C (2-(2-methoxyphenyl)-4,4-dimethyl-2-oxazoline), [Cl-].[NH4+] (ammonium chloride), [Mg] (magnesium), II (iodine). Solvent: C1CCOC1 (THF), C1CCOC1 (THF), C1CCOC1 (THF). Reaction conditions: time 42 hour. Product: CC1(N=C(OC1)C1=C(C=CC=C1)C1=C(C=C(C=C1)OC)OC)C (4,4-Dimethyl-2-(2-[2,4-dimethoxyphenyl]phenyl)-2-oxazoline). As a reaction SMILES: [Mg].II.Br[C:5]1[CH:10]=[CH:9][C:8]([O:11][CH3:12])=[CH:7][C:6]=1[O:13][CH3:14].CO[C:17]1[CH:22]=[CH:21][CH:20]=[CH:19][C:18]=1[C:23]1[O:24][CH2:25][C:26]([CH3:29])([CH3:28])[N:27]=1.[Cl-].[NH4+]>C1COCC1>[CH3:28][C:26]1([CH3:29])[CH2:25][O:24][C:23]([C:18]2[CH:17]=[CH:22][CH:21]=[CH:20][C:19]=2[C:5]2[CH:10]=[CH:9][C:8]([O:11][CH3:12])=[CH:7][C:6]=2[O:13][CH3:14])=[N:27]1 |f:4.5|. Procedure: A suspension of magnesium powder (409 mg, 16.8 mmol) in THF (10 ml) containing a few crystals of iodine was heated whilst a solution of 1-bromo-2,4-dimethoxybenzene (3.65 g, 16.8 mmol) in THF (20 ml) was added dropwise over 20 minutes. After completion of the addition, the mixture was refluxed for 1.25 hours and then allowed to cool to room temperature. The Grignard solution was transferred via syringe to a solution of 2-(2-methoxyphenyl)-4,4-dimethyl-2-oxazoline (J. Org. Chem., 1978, 43, 1372, ... Reaction SMILES: [CH3:39][C:40](=[O:41])[O-:42].[CH3:43][CH2:44][O:45][C:46](=[O:47])[CH3:48].[Cl:1][c:2]1[cH:3][n:4][n:5][c:6]2[cH:7][c:8]([CH2:12][N:13]3[C:14](=[O:30])[CH2:15][N:16]([S:19](=[O:20])(=[O:21])[CH:22]=[CH:23][c:24]4[s:25][c:26]([Cl:29])[cH:27][cH:28]4)[CH2:17][CH2:18]3)[cH:9][cH:10][c:11]12.[NH4+:38].[OH:31][c:32]1[cH:33][cH:34][cH:35][cH:36][cH:37]1>>[c:2]1([NH2:38])[cH:3][n:4][n:5][c:6]2[cH:7][c:8]([CH2:12][N:13]3[C:14](=[O:30])[CH2:15][N:16]([S:19](=[O:20])(=[O:21])[CH:22]=[CH:23][c:24]4[s:25][c:26]([Cl:29])[cH:27][cH:28]4)[CH2:17][CH2:18]3)[cH:9][cH:10][c:11]12. Product: Nc1cnnc2cc(CN3CCN(S(=O)(=O)C=Cc4ccc(Cl)s4)CC3=O)ccc12. Reactants: CC(=O)[O-], CCOC(C)=O, O=C1CN(S(=O)(=O)C=Cc2ccc(Cl)s2)CCN1Cc1ccc2c(Cl)cnnc2c1, [NH4+], Oc1ccccc1. Starting materials: ClC1=CC=C(C=C1)C1(CCC1)C1=NCCC2=CC=C(C=C12)N (1-[1-(4-Chloro-phenyl)-cyclobutyl]-3,4-dihydro-isoquinolin-7-ylamine). The solvent is Br.C(C)(=O)O (HBr acetic acid), Br.C(C)(=O)O (HBr acetic acid), [OH-].[Na+] (sodium hydroxid). Reaction conditions: temperature 70 celsius, time 3 hour. Yields the product ClC1=CC=C(C=C1)C1(CCC1)C1=NCCC2=CC=C(C=C12)N1CCNCC1 (1-[1-(4-Chloro-phenyl)-cyclobutyl]-7-piperazin-1-yl-3,4-dihydro-isoquinoline). The yield is 69.3%. Reaction SMILES: [Cl:1][C:2]1[CH:7]=[CH:6][C:5]([C:8]2([C:12]3[C:21]4[C:16](=[CH:17][CH:18]=[C:19]([NH2:22])[CH:20]=4)[CH2:15][CH2:14][N:13]=3)[CH2:11][CH2:10][CH2:9]2)=[CH:4][CH:3]=1>Br.C(O)(=O)C.[OH-].[Na+]>[Cl:1][C:2]1[CH:3]=[CH:4][C:5]([C:8]2([C:12]3[C:21]4[C:16](=[CH:17][CH:18]=[C:19]([N:22]5[CH2:15][CH2:14][NH:13][CH2:12][CH2:8]5)[CH:20]=4)[CH2:15][CH2:14][N:13]=3)[CH2:11][CH2:10][CH2:9]2)=[CH:6][CH:7]=1 |f:1.2,3.4|. Procedure details: 1-[1-(4-Chloro-phenyl)-cyclobutyl]-3,4-dihydro-isoquinolin-7-ylamine (400 mg, 0.75 mmol) was dissolved in HBr/acetic acid (10 ml, 33%) and stirred for 3 h at 70° C. Another 10 ml of the HBr/acetic acid solution was added and the mixture was stirred for another 8 h at 70° C. The solvent was diluted with 1 N sodium hydroxid solution and extracted with dichloromethane. The combined organic layers were washed with saturated sodium chloride solution and dried with sodium sulphate. The residue was pur... The product is OC(C(=O)OCC)(C(=O)OCC)CC(=O)C1=CC=NC=C1 (diethyl 2-hydroxy-2-(4-pyridyl)cabonylmethyl-malonate). Starting materials: O=C(C(=O)OCC)C(=O)OCC (Diethyl ketomalonate), C(C)(=O)C1=CC=NC=C1 (4-acetylpyridine). Reported procedure: Diethyl ketomalonate (17.4 g, 0.1 mol) was heated with 4-acetylpyridine (12.1 g, 0.1 mol) at 120° C. for 15 h under nitrogen to provide diethyl 2-hydroxy-2-(4-pyridyl)cabonylmethyl-malonate as a crystalline solid. The diester was refluxed in ethanol with a slight excess of hydrazine hydrate hydrochloride for 15 h to provide 3-hydroxy-6-(4-pyridyl)-4-carbethoxy-pyridazine (4, Scheme 1). The above ester was recrystallized from ethanol, hydrolyzed with aqueous sodium hydroxide followed by careful n... As a reaction SMILES: [O:1]=[C:2]([C:8]([O:10][CH2:11][CH3:12])=[O:9])[C:3]([O:5][CH2:6][CH3:7])=[O:4].[C:13]([C:16]1[CH:21]=[CH:20][N:19]=[CH:18][CH:17]=1)(=[O:15])[CH3:14]>>[OH:1][C:2]([CH2:14][C:13]([C:16]1[CH:21]=[CH:20][N:19]=[CH:18][CH:17]=1)=[O:15])([C:3]([O:5][CH2:6][CH3:7])=[O:4])[C:8]([O:10][CH2:11][CH3:12])=[O:9]. Reactants: C(C)OC(=O)C1=C(C(=NC(=N1)NC1=CC(=CC=C1)O)NC1=CC(=CC=C1)O)[N+](=O)[O-] (6-ethoxycarbonyl-N2,N4-bis(3-hydroxyphenyl)-5-nitro-2,4-pyrimidinediamine). Reagents/catalysts: [Pd] (Pd/C). The solvent is C(C)O (ethanol). Product: NC=1C(=NC(=NC1C(=O)OCC)NC1=CC(=CC=C1)O)NC1=CC(=CC=C1)O (5-amino-6-ethoxycarbonyl-N2,N4-bis(3-hydroxyphenyl)-2,4-pyrimidinediamine). Reaction SMILES: [CH2:1]([O:3][C:4]([C:6]1[N:11]=[C:10]([NH:12][C:13]2[CH:18]=[CH:17][CH:16]=[C:15]([OH:19])[CH:14]=2)[N:9]=[C:8]([NH:20][C:21]2[CH:26]=[CH:25][CH:24]=[C:23]([OH:27])[CH:22]=2)[C:7]=1[N+:28]([O-])=O)=[O:5])[CH3:2]>C(O)C.[Pd]>[NH2:28][C:7]1[C:8]([NH:20][C:21]2[CH:26]=[CH:25][CH:24]=[C:23]([OH:27])[CH:22]=2)=[N:9][C:10]([NH:12][C:13]2[CH:18]=[CH:17][CH:16]=[C:15]([OH:19])[CH:14]=2)=[N:11][C:6]=1[C:4]([O:3][CH2:1][CH3:2])=[O:5]. Procedure: A suspension of 6-ethoxycarbonyl-N2,N4-bis(3-hydroxyphenyl)-5-nitro-2,4-pyrimidinediamine and 10% Pd/C (10% by weight) in ethanol was prepared and reacted in a Parr bottle under hydrogen gas (20 PSI) for 1 h. The reaction mixture was filtered through Celite. Purification by column chromatography gave 5-amino-6-ethoxycarbonyl-N2,N4-bis(3-hydroxyphenyl)-2,4-pyrimidinediamine. 1H NMR (CD3OD): δ 7.30 (bs, 1H), 7.18–7.10 (m, 3H), 7.00 (t, 2H, J=8.1 Hz), 6.59–6.54 (m, 1H), 6.33 (dd, 1H, J=2.1 and 11.1...